This data is from the Open Reaction Database (ORD), a public repository of structured organic reaction records. The task is: describe an organic reaction: reactants, conditions, products, and yield Starting materials: C12C(CC(CC1)C2)C2=C(C=CC=C2)NC(=S)C=2C(=NN(C2)C)C(F)F (N-(2-bicyclo[2.2.1]hept-2-ylphenyl)-3-(difluoromethyl)-1-methyl-1H-pyrazole-4-thiocarboxamide), O (water), [H-].[Na+] (sodium hydride), CI (methyl iodide). Solvent: C1CCCCC1.C(C)(=O)OCC (cyclohexane ethyl acetate), CN(C=O)C (dimethylformamide), CN(C=O)C (dimethylformamide). Conditions: time 1 hour. Yields the product C12C(CC(CC1)C2)C2=C(C=CC=C2)N=C(SC)C=2C(=NN(C2)C)C(F)F (methyl N-(2-bicyclo[2.2.1]hept-2-ylphenyl)-3-(difluoromethyl)-1-methyl-1H-pyrazole-4-carbimidothioate). Isolated yield 67.9%. As a reaction SMILES: [H-].[Na+].[CH3:3]I.[CH:5]12[CH2:11][CH:8]([CH2:9][CH2:10]1)[CH2:7][CH:6]2[C:12]1[CH:17]=[CH:16][CH:15]=[CH:14][C:13]=1[NH:18][C:19]([C:21]1[C:22]([CH:27]([F:29])[F:28])=[N:23][N:24]([CH3:26])[CH:25]=1)=[S:20].O>CN(C)C=O.C1CCCCC1.C(OCC)(=O)C>[CH:5]12[CH2:11][CH:8]([CH2:9][CH2:10]1)[CH2:7][CH:6]2[C:12]1[CH:17]=[CH:16][CH:15]=[CH:14][C:13]=1[N:18]=[C:19]([C:21]1[C:22]([CH:27]([F:29])[F:28])=[N:23][N:24]([CH3:26])[CH:25]=1)[S:20][CH3:3] |f:0.1,6.7|. Procedure: At 0° C., 0.1 g (3.6 mmol) of sodium hydride (80% pure) and 1.2 g (8.3 mmol) of methyl iodide in 5 ml of dimethylformamide are added to a solution consisting of 1.0 g (2.8 mmol) of N-(2-bicyclo[2.2.1]hept-2-ylphenyl)-3-(difluoromethyl)-1-methyl-1H-pyrazole-4-thiocarboxamide in 10 ml of dimethylformamide. The reaction mixture is slowly warmed to room temperature and stirred at this temperature for 1 hour. For work-up, the reaction mixture is poured into water and extracted three times with in eac... Solvent: C1(=CC=CC=C1)C (toluene). The reactants are OC1(N=C(SC1)CN(C)C)CCl (4-Hydroxy-4-chloromethyl-2-(dimethylaminomethyl)thiazoline), [O-]CC.[Na+] (sodium ethoxide). Run at time 30 minute. The product is CN(C)CC=1SC=C(N1)CO (2-(Dimethylaminomethyl)-4-thiazolemethanol). Reported procedure: To a 100 ml, three necked, flask equipped with an agitator and a condensor were added 3.0 g (0.014 mol) of 2-hydroxy-2-chloromethyl-2-(dimethylaminomethyl)thiazoline (prepared as in Example 1), 50 ml of toluene and 0.95 g (0.014 mol) of sodium ethoxide. The resulting solution was stirred at room temperature for 30 minutes. A 1 ml sample of the reaction mixture was then removed from the flask and diluted according to the procedure described in Example 4. The HPLC assay set forth in Example 3 indi... As a reaction SMILES: O[C:2]1([CH2:11]Cl)[CH2:6][S:5][C:4]([CH2:7][N:8]([CH3:10])[CH3:9])=[N:3]1.[O-:13]CC.[Na+]>C1(C)C=CC=CC=1>[CH3:9][N:8]([CH2:7][C:4]1[S:5][CH:6]=[C:2]([CH2:11][OH:13])[N:3]=1)[CH3:10] |f:1.2|.